This data is from the Open Reaction Database (ORD), a public repository of structured organic reaction records. The task is: describe an organic reaction: reactants, conditions, products, and yield Reactants: CNC1=CC=CC=C1 (N-methylaniline), CC=1C=N[C@](NC1C)(Cl)N1C(C2=CC=CC=C2CC1)C ((R)-5,6-dimethyl-2-(1-methyl-1,2,3,4-tetrahydroisoquinolin-2-yl)-2-chloropyrimidine). The solvent is CN(C=O)C (dimethylformamide). The product is Cl.CC=1C(=NC(=NC1C)N1[C@@H](C2=CC=CC=C2CC1)C)N(C)C1=CC=CC=C1 ((R)-5,6-dimethyl-4-(N-methylphenylamino)-2-(1-methyl-1,2,3,4-tetrahydroisoquinolin-2-yl)pyrimidine hydrochloride). Isolated yield 52.8%. As a reaction SMILES: [CH3:1][NH:2][C:3]1[CH:8]=[CH:7][CH:6]=[CH:5][CH:4]=1.[CH3:9][C:10]1[CH:11]=[N:12][C@@:13]([N:18]2[CH2:27][CH2:26][C:25]3[C:20](=[CH:21][CH:22]=[CH:23][CH:24]=3)[CH:19]2[CH3:28])([Cl:17])[NH:14][C:15]=1[CH3:16]>CN(C)C=O>[ClH:17].[CH3:9][C:10]1[C:11]([N:2]([C:3]2[CH:8]=[CH:7][CH:6]=[CH:5][CH:4]=2)[CH3:1])=[N:12][C:13]([N:18]2[CH2:27][CH2:26][C:25]3[C:20](=[CH:21][CH:22]=[CH:23][CH:24]=3)[C@H:19]2[CH3:28])=[N:14][C:15]=1[CH3:16] |f:3.4|. Reported procedure: After N-methylaniline(0.6 ml, 5 mmol) was added to a mixture solution of (R)-5,6-dimethyl-2-(1-methyl-1,2,3,4-tetrahydroisoquinolin-2-yl)-2-chloropyrimidine(0.7 g, 2.4 mmol) prepared in the Step 2 of Example 61 and dimethylformamide(10 ml), 0.50 g of the titled compound was obtained in accordance with the same procedure as in Step 4 of Example 57.